Dataset: the Open Reaction Database (ORD), a public repository of structured organic reaction records. Task: describe an organic reaction: reactants, conditions, products, and yield Starting materials: O=S(=O)(O)Cl, ClCCl, COc1ccccc1N1CCN(C(=O)C(F)(F)F)CC1. Yields the product COc1ccc(S(=O)(=O)Cl)cc1N1CCN(C(=O)C(F)(F)F)CC1. Reaction SMILES: [Cl:21][S:22](=[O:23])(=[O:24])[OH:25].[Cl:26][CH2:27][Cl:28].[F:1][C:2]([C:3](=[O:4])[N:5]1[CH2:6][CH2:7][N:8]([c:11]2[c:12]([O:17][CH3:18])[cH:13][cH:14][cH:15][cH:16]2)[CH2:9][CH2:10]1)([F:19])[F:20]>>[F:1][C:2]([C:3](=[O:4])[N:5]1[CH2:6][CH2:7][N:8]([c:11]2[c:12]([O:17][CH3:18])[cH:13][cH:14][c:15]([S:22]([Cl:21])(=[O:23])=[O:24])[cH:16]2)[CH2:9][CH2:10]1)([F:19])[F:20]. Starting materials: C(C)OC(CC1=CC(=C(C=C1)OC)OC1=C(C=C(C=C1)C(F)(F)F)CNCC1=CC=CC=C1)=O ({3-[2-(benzylamino-methyl)-4-trifluoromethyl-phenoxy]-4-methoxy-phenyl}-acetic acid ethyl ester), ClC(=O)OC (methyl chloroformate). Yields the product C(C)OC(CC1=CC(=C(C=C1)OC)OC1=C(C=C(C=C1)C(F)(F)F)CN(C(=O)OC)CC1=CC=CC=C1)=O ((3-{2-[(Benzyl-methoxycarbonyl-amino)-methyl]-4-trifluoromethyl-phenoxy}-4-methoxy-phenyl)-acetic acid ethyl ester). As a reaction SMILES: [CH2:1]([O:3][C:4](=[O:34])[CH2:5][C:6]1[CH:11]=[CH:10][C:9]([O:12][CH3:13])=[C:8]([O:14][C:15]2[CH:20]=[CH:19][C:18]([C:21]([F:24])([F:23])[F:22])=[CH:17][C:16]=2[CH2:25][NH:26][CH2:27][C:28]2[CH:33]=[CH:32][CH:31]=[CH:30][CH:29]=2)[CH:7]=1)[CH3:2].Cl[C:36]([O:38][CH3:39])=[O:37]>>[CH2:1]([O:3][C:4](=[O:34])[CH2:5][C:6]1[CH:11]=[CH:10][C:9]([O:12][CH3:13])=[C:8]([O:14][C:15]2[CH:20]=[CH:19][C:18]([C:21]([F:22])([F:23])[F:24])=[CH:17][C:16]=2[CH2:25][N:26]([CH2:27][C:28]2[CH:33]=[CH:32][CH:31]=[CH:30][CH:29]=2)[C:36]([O:38][CH3:39])=[O:37])[CH:7]=1)[CH3:2]. Reported procedure: Prepared according to the procedure described in Example 3, Step 3, using the following starting materials: {3-[2-(benzylamino-methyl)-4-trifluoromethyl-phenoxy]-4-methoxy-phenyl}-acetic acid ethyl ester and methyl chloroformate. Starting materials: C(C)(C)(C)OC(N[C@@H]1CC[C@H](CC1)CC(N1CCN(CC1)C1=CC=CC=C1)=O)=O (Trans-{4-[2-oxo-2-(4-phenyl-piperazin-1-yl)-ethyl]-cylohexyl}-carbamic acid tert-butyl ester), [OH-].[Na+] (NaOH), Cl (HCl), O1CCOCC1 (dioxane). Run in CO (MeOH). Conditions: time 22 hour. Product: O=C(C[C@@H]1CC[C@H](CC1)N)N1CCN(CC1)C1=CC=CC=C1 (trans-{4-[2-oxo-2-(4-phenyl-piperazin-1-yl)-ethyl]-cyclohexyl}-amine). Reaction SMILES: C(OC(=O)[NH:7][C@H:8]1[CH2:13][CH2:12][C@H:11]([CH2:14][C:15](=[O:28])[N:16]2[CH2:21][CH2:20][N:19]([C:22]3[CH:27]=[CH:26][CH:25]=[CH:24][CH:23]=3)[CH2:18][CH2:17]2)[CH2:10][CH2:9]1)(C)(C)C.Cl.O1CCOCC1.[OH-].[Na+]>CO>[O:28]=[C:15]([N:16]1[CH2:21][CH2:20][N:19]([C:22]2[CH:27]=[CH:26][CH:25]=[CH:24][CH:23]=2)[CH2:18][CH2:17]1)[CH2:14][C@H:11]1[CH2:10][CH2:9][C@H:8]([NH2:7])[CH2:13][CH2:12]1 |f:3.4|. Procedure details: Trans-{4-[2-oxo-2-(4-phenyl-piperazin-1-yl)-ethyl]-cylohexyl}-carbamic acid tert-butyl ester (18.1 g, 0.045 mol) was taken up in MeOH (275 mL) and treated with 4 M HCl in dioxane (56 mL, 0.224 mol) and allowed to stand 22 hours. Concentration to dryness yielded a solid which was treated with 2N NaOH (175 mL) and extracted with CH2Cl2. The extracts were washed with water, brine, and dried (Na2SO4). After evaporation of the solvent, the residue was crystallized in Et2O yielding trans-{4-[2-oxo-2-(... The reactants are C(#N)C=1C(=NNC1N=CN(C)C)NC1=CC=C(C=C1)N(C)C (4-cyano-5-(dimethylamino-methyleneamino)-3-(4-dimethylamino-phenylamino)-pyrazole), Cl.ClC=1C=C(N)C=CC1 (3-chloro-aniline hydrochloride), CN(C)C=O (DMF). Solvent: O (water). Run at temperature 130 celsius. Yields the product ClC=1C=C(C=CC1)NC1=C2C(=NC=N1)NN=C2NC2=CC=C(C=C2)N(C)C (4-(3-Chloro-phenylamino)-3-(4-dimethylamino-phenylamino)-1H-pyrazolo-[3,4-d]pyrimidine). As a reaction SMILES: [C:1]([C:3]1[C:4]([NH:13][C:14]2[CH:19]=[CH:18][C:17]([N:20]([CH3:22])[CH3:21])=[CH:16][CH:15]=2)=[N:5][NH:6][C:7]=1[N:8]=[CH:9][N:10](C)C)#[N:2].Cl.[Cl:24][C:25]1[CH:26]=[C:27]([CH:29]=[CH:30][CH:31]=1)N.CN(C=O)C>O>[Cl:24][C:25]1[CH:31]=[C:30]([NH:2][C:1]2[N:10]=[CH:9][N:8]=[C:7]3[NH:6][N:5]=[C:4]([NH:13][C:14]4[CH:15]=[CH:16][C:17]([N:20]([CH3:21])[CH3:22])=[CH:18][CH:19]=4)[C:3]=23)[CH:29]=[CH:27][CH:26]=1 |f:1.2|. Procedure details: A mixture of 5 g (16.8 mmol) of 4-cyano-5-(dimethylamino-methyleneamino)-3-(4-dimethylamino-phenylamino)-pyrazole, 3.3 g (20.1 mmol) of 3-chloro-aniline hydrochloride and 40 ml of DMF is heated for 8 hours, with stirring, at 130° C. The reaction mixture is then cooled to RT, water is added dropwise thereto, and the reaction mixture is then filtered and the filter residue is dissolved in approx. 20 ml of DMF. After precipitation with water, followed by recrystallization from DMF/water, the result... Starting materials: Cl.COC=1C=C(C=CC1OC)C=1C(C(N(N1)C1CCNCC1)=O)(C)C (5-(3,4-dimethoxyphenyl)-4,4-dimethyl-2-(piperidin-4-yl)-2,4-dihydro-3H-pyrazol-3-one hydrochloride), Cl.COC=1C=C(C=CC1OC)C=1C(C(N(N1)C1CCNCC1)=O)(C)C (5-(3,4-dimethoxyphenyl)-4,4-dimethyl-2-(piperidin-4-yl)-2,4-dihydro-3H-pyrazol-3-one hydrochloride), CC=1C=C(C=CC1)S(=O)(=O)Cl (3-methylbenzenesulfonyl chloride). Yields the product COC=1C=C(C=CC1OC)C=1C(C(N(N1)C1CCN(CC1)S(=O)(=O)C1=CC(=CC=C1)C)=O)(C)C (5-(3,4-Dimethoxyphenyl)-4,4-dimethyl-2-{1-[(3-methylphenyl)sulfonyl]piperidin-4-yl}-2,4-dihydro-3H-pyrazol-3-one). RXN SMILES: Cl.[CH3:2][O:3][C:4]1[CH:5]=[C:6]([C:12]2[C:13]([CH3:25])([CH3:24])[C:14](=[O:23])[N:15]([CH:17]3[CH2:22][CH2:21][NH:20][CH2:19][CH2:18]3)[N:16]=2)[CH:7]=[CH:8][C:9]=1[O:10][CH3:11].[CH3:26][C:27]1[CH:28]=[C:29]([S:33](Cl)(=[O:35])=[O:34])[CH:30]=[CH:31][CH:32]=1>>[CH3:2][O:3][C:4]1[CH:5]=[C:6]([C:12]2[C:13]([CH3:25])([CH3:24])[C:14](=[O:23])[N:15]([CH:17]3[CH2:22][CH2:21][N:20]([S:33]([C:29]4[CH:30]=[CH:31][CH:32]=[C:27]([CH3:26])[CH:28]=4)(=[O:35])=[O:34])[CH2:19][CH2:18]3)[N:16]=2)[CH:7]=[CH:8][C:9]=1[O:10][CH3:11] |f:0.1|. Reported procedure: The title compound is prepared analogously as described for GP1 using 5-(3,4-dimethoxyphenyl)-4,4-dimethyl-2-(piperidin-4-yl)-2,4-dihydro-3H-pyrazol-3-one hydrochloride (compound B1*HCl) and 3-methylbenzenesulfonyl chloride as starting compounds. The crude product is purified by crystallization from methanol to yield the title compound. The reactants are C(C1=CC=CC=C1)OC(=O)N[C@H](C(=O)OC(C)(C)C)CCCO (tert-butyl (S)-2-(N-benzyloxycarbonylamino)-5-hydroxyvalerate), C1(=CC=C(C=C1)S(=O)(=O)O)C (p-toluenesulfonic acid). The solvent is C1=CC=CC=C1 (benzene), C(C)(=O)OCC (ethyl acetate). Product: C(C1=CC=CC=C1)OC(=O)N[C@@H]1C(OCCC1)=O ((S)-3-(N-benzyloxycarbonylamino)-2-oxotetrahydropyran). Yield: 51.0%. Reaction SMILES: C1(C)C=CC(S(O)(=O)=O)=CC=1.[CH2:12]([O:19][C:20]([NH:22][C@@H:23]([CH2:31][CH2:32][CH2:33][OH:34])[C:24]([O:26]C(C)(C)C)=O)=[O:21])[C:13]1[CH:18]=[CH:17][CH:16]=[CH:15][CH:14]=1>C1C=CC=CC=1.C(OCC)(=O)C>[CH2:12]([O:19][C:20]([NH:22][C@H:23]1[CH2:31][CH2:32][CH2:33][O:34][C:24]1=[O:26])=[O:21])[C:13]1[CH:14]=[CH:15][CH:16]=[CH:17][CH:18]=1. Procedure details: In benzene (100 ml) was dissolved tert-butyl (S)-2-(N-benzyloxycarbonylamino)-5-hydroxyvalerate [synthesized by the method described in the Journal of Organic Chemistry, 55, 1711 (1990)](5.1 g) and following addition of p-toluenesulfonic acid (0.05 g), the mixture was stirred under reflux for 1 hour. This reaction mixture was diluted with ethyl acetate (100 ml) and washed with water, saturated aqueous sodium hydrogen carbonate and saturated aqueous sodium chloride in the order mentioned. After d... The reactants are C(=O)=O (carbon dioxide), CC1=NC=C(C(=N1)N)CN (2-methyl-4-amino-5-aminomethylpyrimidine), CO (methanol), C(=O)=O (carbon dioxide). Reaction conditions: temperature 20 celsius. The product is C(O)(O)=O.CC1=NC=C(C(=N1)N)CN (2-methyl-4-amino-5-aminomethylpyrimidine carbonate). RXN SMILES: [CH3:1][C:2]1[N:7]=[C:6]([NH2:8])[C:5]([CH2:9][NH2:10])=[CH:4][N:3]=1.[C:11](=[O:13])=[O:12].C[OH:15]>>[C:11](=[O:15])([OH:13])[OH:12].[CH3:1][C:2]1[N:7]=[C:6]([NH2:8])[C:5]([CH2:9][NH2:10])=[CH:4][N:3]=1 |f:3.4|. Procedure details: A solution of 50 g of crude 2-methyl-4-amino-5-aminomethylpyrimidine (purity: 95.0%, 0.344 mole) dissolved in 250 g of methanol was charged into a four-necked flask equipped with a stirrer, an introducing tube for carbon dioxide, a reflux condenser and a thermometer, followed by maintaining the temperature of the solution at 20° C. Subsequently, 64 g (1.45 mole) of carbon dioxide was blown into the solution over about one hour and the reaction was carried out to precipitate a white crystal of a ... Starting materials: CCOC=C(C(=O)OCC)C(=O)OCC, Cc1cccc(N)n1, Cc1ccccc1. The product is CCOC(=O)C(=CNc1cccc(C)n1)C(=O)OCC. Reaction SMILES: [CH2:1]([O:2][CH:4]=[C:5]([C:6](=[O:7])[O:8][CH2:9][CH3:10])[C:11](=[O:12])[O:13][CH2:14][CH3:15])[CH3:3].[CH3:16][c:17]1[cH:18][cH:19][cH:20][c:21]([NH2:23])[n:22]1.[CH3:24][c:25]1[cH:26][cH:27][cH:28][cH:29][cH:30]1>>[CH:4](=[C:5]([C:6](=[O:7])[O:8][CH2:9][CH3:10])[C:11](=[O:12])[O:13][CH2:14][CH3:15])[NH:23][c:21]1[cH:20][cH:19][cH:18][c:17]([CH3:16])[n:22]1.